From a dataset of the Open Reaction Database (ORD), a public repository of structured organic reaction records. describe an organic reaction: reactants, conditions, products, and yield The reactants are NC1=C(C=C(C=2C(C3=CC=CC=C3C(C12)=O)=O)SC1=CC=C(C=C1)S(=O)(=O)O)OC1=CC(=C(C=C1)S(=O)(=O)O)N (1-amino-2-(3'-amino-4'-sulfophenoxy)-4-(4'-sulfophenylthio)anthraquinone), 1-aminobenzene 4-β-sulfatoethylsulfone, NC=1C=C(C=CC1)S(=O)(=O)O (3-aminobenzenesulfonic acid). The product is C1=CC=CC=2C(C3=CC=CC=C3C(C12)=O)=O (anthraquinone). RXN SMILES: N[C:2]1[C:15]2[C:14](=[O:16])[C:13]3[C:8](=[CH:9][CH:10]=[CH:11][CH:12]=3)[C:7](=[O:17])[C:6]=2[C:5](SC2C=CC(S(O)(=O)=O)=CC=2)=[CH:4][C:3]=1OC1C=CC(S(O)(=O)=O)=C(N)C=1.NC1C=C(S(O)(=O)=O)C=CC=1>>[CH:9]1[C:8]2[C:7](=[O:17])[C:6]3[C:15](=[CH:2][CH:3]=[CH:4][CH:5]=3)[C:14](=[O:16])[C:13]=2[CH:12]=[CH:11][CH:10]=1. Procedure details: Example 3 was repeated, except that the compounds shown in 1st, 2nd and 3rd columns of the following table were used in place of the 1-amino-2-(3'-amino-4'-sulfophenoxy)-4-(4'-sulfophenylthio)anthraquinone, 1-aminobenzene-4-β-sulfatoethylsulfone and 3-aminobenzenesulfonic acid respectively, thereby obtaining a corresponding anthraquinone. The color shade obtained by dyeing cotton with the anthraquinone compound is as shown in a 4th column of the table. Each compound can exhibit superior dye perf...